This data is from the Open Reaction Database (ORD), a public repository of structured organic reaction records. The task is: describe an organic reaction: reactants, conditions, products, and yield Reactants: FC1=CC=C(C=C1)C1NCCC1C ((2RS,3RS)-2-(4-fluoro-phenyl)-3-methyl-pyrrolidine), C1(=CC=C(C=C1)S(=O)(=O)Cl)C (toluene-4-sulfonyl chloride). The product is FC1=CC=C(C=C1)C1N(CCC1C)S(=O)(=O)C1=CC=C(C=C1)C ((2RS,3RS)-2-(4-Fluoro-phenyl)-3-methyl-1-(toluene-4-sulfonyl)-pyrrolidine). RXN SMILES: [F:1][C:2]1[CH:7]=[CH:6][C:5]([CH:8]2[CH:12]([CH3:13])[CH2:11][CH2:10][NH:9]2)=[CH:4][CH:3]=1.[C:14]1([CH3:24])[CH:19]=[CH:18][C:17]([S:20](Cl)(=[O:22])=[O:21])=[CH:16][CH:15]=1>>[F:1][C:2]1[CH:3]=[CH:4][C:5]([CH:8]2[CH:12]([CH3:13])[CH2:11][CH2:10][N:9]2[S:20]([C:17]2[CH:18]=[CH:19][C:14]([CH3:24])=[CH:15][CH:16]=2)(=[O:22])=[O:21])=[CH:6][CH:7]=1. Procedure details: The title compound, off-white solid, m.p. 112° C. and MS: m/e=354.2 (M+) was prepared in accordance with the general method of example 1e from (2RS,3RS)-2-(4-fluoro-phenyl)-3-methyl-pyrrolidine and toluene-4-sulfonyl chloride. The reactants are [Cl-].[NH4+] (Ammonium chloride), O (water), C(C)OC(=O)C=1C=NN(C1)C1=NC2=CC=C(C=C2C(N1COCC[Si](C)(C)C)=O)[N+](=O)[O-] (1-[6-nitro-4-oxo-3-(2-trimethylsilanyl-ethoxymethyl)-3,4-dihydro-quinazolin-2-yl]-1H-pyrazole-4-carboxylic acid ethyl ester). The reagents and catalysts are [Zn] (Zinc). Run in CC(=O)C (acetone). Conditions: time 45 minute. Yields the product C(C)OC(=O)C=1C=NN(C1)C1=NC2=CC=C(C=C2C(N1COCC[Si](C)(C)C)=O)N (1-[6-amino-4-oxo-3-(2-trimethylsilanyl-ethoxymethyl)-3,4-dihydro-quinazolin-2-yl]-1H-pyrazole-4-carboxylic acid ethyl ester). The yield is 89.5%. As a reaction SMILES: [Cl-].[NH4+].O.[CH2:4]([O:6][C:7]([C:9]1[CH:10]=[N:11][N:12]([C:14]2[N:23]([CH2:24][O:25][CH2:26][CH2:27][Si:28]([CH3:31])([CH3:30])[CH3:29])[C:22](=[O:32])[C:21]3[C:16](=[CH:17][CH:18]=[C:19]([N+:33]([O-])=O)[CH:20]=3)[N:15]=2)[CH:13]=1)=[O:8])[CH3:5]>CC(C)=O.[Zn]>[CH2:4]([O:6][C:7]([C:9]1[CH:10]=[N:11][N:12]([C:14]2[N:23]([CH2:24][O:25][CH2:26][CH2:27][Si:28]([CH3:31])([CH3:30])[CH3:29])[C:22](=[O:32])[C:21]3[C:16](=[CH:17][CH:18]=[C:19]([NH2:33])[CH:20]=3)[N:15]=2)[CH:13]=1)=[O:8])[CH3:5] |f:0.1|. Reported procedure: Ammonium chloride (4.10 g, 76.6 mmol) and water (9.1 mL) were added to a solution of 1-[6-nitro-4-oxo-3-(2-trimethylsilanyl-ethoxymethyl)-3,4-dihydro-quinazolin-2-yl]-1H-pyrazole-4-carboxylic acid ethyl ester (5.92 g, 85% pure, 10.9 mmol) in acetone (46 mL). Zinc dust (5.01 g, 76.6 mmol) was then added in portions with vigorous stirring. Stirring was continued for 45 min, at which point the reaction mixture was filtered through diatomaceous earth. The filter cake was rinsed thoroughly with EtOAc...